Dataset: the Open Reaction Database (ORD), a public repository of structured organic reaction records. Task: describe an organic reaction: reactants, conditions, products, and yield Reactants: C(C)(=O)O[C@H]1[C@H](SCCCCCCC)OC[C@H]([C@@H]1OC(C)=O)OC(C)=O (n-heptyl 2,3,4-tri-O-acetyl-1-thio-β-D-xylopyranoside), [OH-].[Li+] (lithium hydroxide). Run in CO (methanol). Run at time 1 hour. Yields the product S([C@H]1[C@H](O)[C@@H](O)[C@H](O)CO1)CCCCCCC (n-heptyl 1-thio-β-D-xylopyranoside). The yield is 95.0%. RXN SMILES: C([O:4][C@@H:5]1[C@@H:18]([O:19]C(=O)C)[C@H:17]([O:23]C(=O)C)[CH2:16][O:15][C@H:6]1[S:7][CH2:8][CH2:9][CH2:10][CH2:11][CH2:12][CH2:13][CH3:14])(=O)C.[OH-].[Li+]>CO>[S:7]([CH2:8][CH2:9][CH2:10][CH2:11][CH2:12][CH2:13][CH3:14])[C@@H:6]1[O:15][CH2:16][C@@H:17]([OH:23])[C@H:18]([OH:19])[C@H:5]1[OH:4] |f:1.2|. Procedure: In 10 ml. of methanol was dissolved 2.45 g. of the compound (18), and 10 mg. of lithium hydroxide was added to the solution. The mixture was stirred at room temperature for one hour to yield the desired n-heptyl 1-thio-β-D-xylopyranoside which was a compound of the present invention. The yield was 95%. Starting materials: Brc1ccc(cn1)c2ccccc2, OB(O)c1ccc(cc1)C(=O)NC2CCCC2. The reagents and catalysts are CCN=P(N=P(N(C)C)(N(C)C)N(C)C)(N(C)C)N(C)C (P2-Et), CC(C)c1cc(C(C)C)c(-c2ccccc2[PH](C(C)(C)C)(C(C)(C)C)[Pd]2(OS(C)(=O)=O)Nc3ccccc3-c3ccccc32)c(C(C)C)c1 (tBuXphos G3). Solvent: CS(C)=O (DMSO), O (water), CS(C)=O (DMSO), CS(C)=O (DMSO), CS(C)=O (DMSO). Conditions: time 22 hour. The product is O=C(NC1CCCC1)c2ccc(cc2)c3ccc(cn3)c4ccccc4, Brc1ccc(cn1)c2ccccc2, c1ccc(-c2ccccc2)cc1. Starting materials: Cn1nc(N)cc1C(F)(F)F, O=C(O)C(CC1CCCC1)n1ncc(Oc2ccccc2C(F)(F)F)cc1=O. Yields the product Cn1nc(NC(=O)C(CC2CCCC2)n2ncc(Oc3ccccc3C(F)(F)F)cc2=O)cc1C(F)(F)F. RXN SMILES: [CH3:29][n:30]1[n:31][c:32]([NH2:39])[cH:33][c:34]1[C:35]([F:36])([F:37])[F:38].[CH:1]1([CH2:6][CH:7]([C:8](=[O:9])[OH:10])[n:11]2[n:12][cH:13][c:14]([O:18][c:19]3[c:20]([C:25]([F:26])([F:27])[F:28])[cH:21][cH:22][cH:23][cH:24]3)[cH:15][c:16]2=[O:17])[CH2:2][CH2:3][CH2:4][CH2:5]1>>[CH:1]1([CH2:6][CH:7]([C:8](=[O:9])[NH:39][c:32]2[n:31][n:30]([CH3:29])[c:34]([C:35]([F:36])([F:37])[F:38])[cH:33]2)[n:11]2[n:12][cH:13][c:14]([O:18][c:19]3[c:20]([C:25]([F:26])([F:27])[F:28])[cH:21][cH:22][cH:23][cH:24]3)[cH:15][c:16]2=[O:17])[CH2:2][CH2:3][CH2:4][CH2:5]1. The reactants are NC1=C(C(=O)C2=CC(=C(C=C2)OC)OC)C=C(C(=C1)OC)OC (2-amino-4,5,3',4'-tetramethoxybenzophenone), C(CC(=O)OCC)(=O)OCC (diethyl malonate). The reagents and catalysts are C1CCC2=NCCCN2CC1 (1,8-diazabicyclo[5.4.0]-7-undecene). The solvent is C(C)O (ethanol). Conditions: temperature 180 celsius, time 10 minute. Yields the product COC=1C=C2C(=C(C(NC2=CC1OC)=O)C(=O)OCC)C1=CC(=C(C=C1)OC)OC (ethyl 6,7-dimethoxy-4-(3,4-dimethoxyphenyl)-2(1H)-quinolone-3-carboxylate). Isolated yield 92.1%. RXN SMILES: [NH2:1][C:2]1[CH:19]=[C:18]([O:20][CH3:21])[C:17]([O:22][CH3:23])=[CH:16][C:3]=1[C:4]([C:6]1[CH:11]=[CH:10][C:9]([O:12][CH3:13])=[C:8]([O:14][CH3:15])[CH:7]=1)=O.[C:24](OCC)(=[O:31])[CH2:25][C:26]([O:28][CH2:29][CH3:30])=[O:27]>C1CCN2C(=NCCC2)CC1.C(O)C>[CH3:23][O:22][C:17]1[CH:16]=[C:3]2[C:2](=[CH:19][C:18]=1[O:20][CH3:21])[NH:1][C:24](=[O:31])[C:25]([C:26]([O:28][CH2:29][CH3:30])=[O:27])=[C:4]2[C:6]1[CH:11]=[CH:10][C:9]([O:12][CH3:13])=[C:8]([O:14][CH3:15])[CH:7]=1. Procedure: A mixture of 2-amino-4,5,3',4'-tetramethoxybenzophenone (10.0 g), diethyl malonate (6.0 g) and 1,8-diazabicyclo[5.4.0]-7-undecene (DBU)(0.396 g) was stirred at 180° C. for 10 minutes. After cooling, ethanol was added to the reaction mixture, and the crystals were collected by filtration to give ethyl 6,7-dimethoxy-4-(3,4-dimethoxyphenyl)-2(1H)-quinolone-3-carboxylate (12.0 g, 91%) which was then recrystallized from chloroform-acetone. mp. 273°-276° C.